Dataset: the Open Reaction Database (ORD), a public repository of structured organic reaction records. Task: describe an organic reaction: reactants, conditions, products, and yield Reactants: ice H2O, [N+](=O)(O)[O-] (nitric acid), NC(=O)N (urea), CC1(CC(C2=CC=CC=C12)=O)C (3,3-dimethyl-1-indanone). Reaction conditions: temperature -10 celsius, time 2 hour. Product: CC1(CC(C2=CC(=CC=C12)[N+](=O)[O-])=O)C (1,1-Dimethyl-5-nitro-3-indanone). RXN SMILES: [N+:1]([O-:4])(O)=[O:2].NC(N)=O.[CH3:9][C:10]1([CH3:20])[C:18]2[C:13](=[CH:14][CH:15]=[CH:16][CH:17]=2)[C:12](=[O:19])[CH2:11]1>>[CH3:9][C:10]1([CH3:20])[C:18]2[C:13](=[CH:14][C:15]([N+:1]([O-:4])=[O:2])=[CH:16][CH:17]=2)[C:12](=[O:19])[CH2:11]1. Procedure: A mixture of nitric acid (90% fuming, 35 mL) and urea (0.17 g) was cooled to -10° C. and purged with air for 20 minutes; 3,3-dimethyl-1-indanone (8.68 g, 54.2 mmoles) was added and the reaction was stirred for two hours at -10° C. to 5° C. The reaction mixture was poured into ice/H2O and extracted with ethyl acetate. The combined extracts were washed with distilled H2O, saturated NaHCO3 solution, saturated NaCl solution, and dried over MgSO4. The solvent was recovered under vacuum to obtain 10.0... Yields the product COC1=C2C=CC(=CC2=CC(=C1OC)OC)CCC(=O)OCC (Ethyl 3-(5,6,7-Trimethoxynaphthalen-2-yl)propionate). Procedure: Ethyl 3-(5,6,7-trimethoxynaphthalen-2-yl)propenoate (1.70 g) was dissolved in methanol (20 mL), 10% palladium on carbon (510 mg) was added to the solution, and the mixture was stirred at room temperature for 2.5 hours under a hydrogen atmosphere. The reaction mixture was filtered, and the filtrate was then concentrated to obtain the title compound. Reaction conditions: time 2.5 hour. The reagents and catalysts are [Pd] (palladium on carbon). Starting materials: COC1=C2C=CC(=CC2=CC(=C1OC)OC)C=CC(=O)OCC (Ethyl 3-(5,6,7-trimethoxynaphthalen-2-yl)propenoate). Solvent: CO (methanol). Reaction SMILES: [CH3:1][O:2][C:3]1[C:12]([O:13][CH3:14])=[C:11]([O:15][CH3:16])[CH:10]=[C:9]2[C:4]=1[CH:5]=[CH:6][C:7]([CH:17]=[CH:18][C:19]([O:21][CH2:22][CH3:23])=[O:20])=[CH:8]2>CO.[Pd]>[CH3:1][O:2][C:3]1[C:12]([O:13][CH3:14])=[C:11]([O:15][CH3:16])[CH:10]=[C:9]2[C:4]=1[CH:5]=[CH:6][C:7]([CH2:17][CH2:18][C:19]([O:21][CH2:22][CH3:23])=[O:20])=[CH:8]2. Starting materials: [OH-].[Na+] (NaOH), [N+](=O)([O-])[O-].[Ag+] (silver nitrate), FC(C(=O)OC(C(CC=C)(F)F)=O)(CC=C)F (2,2-Difluoro-4-pentenoic Acid Anhydride), [Ag]=O (silver oxide). Solvent: O (water), O (water), O (water). Yields the product FC(C(=O)[O-])(CC=C)F.[Ag+] (silver 2,2-difluoro-4-pentenoate). Yield: 87.0%. RXN SMILES: [Ag:1]=O.[OH-].[Na+].[N+]([O-])([O-])=O.[Ag+].[F:10][C:11]([F:26])([CH2:23][CH:24]=[CH2:25])[C:12]([O:14]C(=O)C(F)(F)CC=C)=[O:13]>O>[F:10][C:11]([F:26])([CH2:23][CH:24]=[CH2:25])[C:12]([O-:14])=[O:13].[Ag+:1] |f:1.2,3.4,7.8|. Procedure details: A suspension of silver oxide in water is prepared by adding a solution of NaOH (1.76 g, 0.044 mol) in water (100 ml) to an aqueous solution of silver nitrate (7.14 g, 0.042 mol in 100 ml), decanting the supernatant liquid, washing the residue with water (3×100 ml) and adding 100 ml of water. To this vigorously stirred suspension is added a solution of 2,2-difluoro-4-pentenoic acid (III) (5.44 g, 0.04 mol) in water (100 ml). After 10 minutes the mixture is filtered and the filtrate concentrated (...